This data is from the Open Reaction Database (ORD), a public repository of structured organic reaction records. The task is: describe an organic reaction: reactants, conditions, products, and yield Starting materials: C(CC1=CC=CC=C1)NC1=NC=CC(=N1)N1C=2N(CCC1)C(C=C(C2)C2=CC=CC=C2)=O (1-(2-phenethylamino-pyrimidin-4-yl)-8-phenyl-1,2,3,4-tetrahydro -pyrido[1,2-a]pyrimidin-6-one), ClC1=CC(=NC=N1)N1C=2N(CCC1)C(C=C(C2)C2=CC=CC=C2)=O (1-(6-chloro-pyrimidin-4-yl)-8-phenyl-1,2,3,4-tetrahydro -pyrido[1,2-a]pyrimidin-6-one), ClC1=C(C=CC=C1)CCN (2-(2-chlorophenyl)ethylamine). Yields the product ClC1=C(C=CC=C1)CCNC1=CC(=NC=N1)N1C=2N(CCC1)C(C=C(C2)C2=CC=CC=C2)=O (1-{6-[2-(2-Chloro-phenyl)-ethylamino]-pyrimidin-4-yl}-8-phenyl-1,2,3,4-tetrahydro-pyrido[1,2-a]pyrimidin-6-one). As a reaction SMILES: C(N[C:10]1[N:15]=[C:14]([N:16]2[CH2:21][CH2:20][CH2:19][N:18]3[C:22](=[O:32])[CH:23]=[C:24]([C:26]4[CH:31]=[CH:30][CH:29]=[CH:28][CH:27]=4)[CH:25]=[C:17]23)[CH:13]=[CH:12][N:11]=1)CC1C=CC=CC=1.ClC1N=CN=C(N2CCCN3C(=O)C=C(C4C=CC=CC=4)C=C23)C=1.[Cl:57][C:58]1[CH:63]=[CH:62][CH:61]=[CH:60][C:59]=1[CH2:64][CH2:65][NH2:66]>>[Cl:57][C:58]1[CH:63]=[CH:62][CH:61]=[CH:60][C:59]=1[CH2:64][CH2:65][NH:66][C:12]1[N:11]=[CH:10][N:15]=[C:14]([N:16]2[CH2:21][CH2:20][CH2:19][N:18]3[C:22](=[O:32])[CH:23]=[C:24]([C:26]4[CH:31]=[CH:30][CH:29]=[CH:28][CH:27]=4)[CH:25]=[C:17]23)[CH:13]=1. Procedure: Followed the same procedure described for the synthesis of 1-(2-phenethylamino-pyrimidin-4-yl)-8-phenyl-1,2,3,4-tetrahydro -pyrido[1,2-a]pyrimidin-6-one, 1-(6-chloro-pyrimidin-4-yl)-8-phenyl-1,2,3,4-tetrahydro -pyrido[1,2-a]pyrimidin-6-one (0.136 g, 0.40 mmol) was reacted with 2-(2-chlorophenyl)ethylamine (0.17 mL, 1.2 mmol) to give the title compound as a yellow solid. MS m/e 458 (M+H)+. Starting materials: O=C([O-])O, CC#N, O=[N+]([O-])c1sc(Cl)nc1Cl, Nc1ccccc1, [Na+]. The product is O=[N+]([O-])c1sc(Nc2ccccc2)nc1Cl. RXN SMILES: [C:1](=[O:2])([O-:3])[OH:4].[CH3:23][C:24]#[N:25].[Cl:6][c:7]1[s:8][c:9]([N+:13](=[O:14])[O-:15])[c:10]([Cl:12])[n:11]1.[NH2:16][c:17]1[cH:18][cH:19][cH:20][cH:21][cH:22]1.[Na+:5]>>[c:7]1([NH:16][c:17]2[cH:18][cH:19][cH:20][cH:21][cH:22]2)[s:8][c:9]([N+:13](=[O:14])[O-:15])[c:10]([Cl:12])[n:11]1. Starting materials: CN(C)C=O, [Cl-], Clc1nc(SCc2ccccc2)ns1, [H-], [Na+], [Na+], OCc1cncnc1. The product is c1ccc(CSc2nsc(OCc3cncnc3)n2)cc1. RXN SMILES: [CH3:27][N:28]([CH3:29])[CH:30]=[O:31].[Cl-:26].[Cl:1][c:2]1[n:3][c:4]([S:7][CH2:8][c:9]2[cH:10][cH:11][cH:12][cH:13][cH:14]2)[n:5][s:6]1.[H-:23].[Na+:24].[Na+:25].[n:15]1[cH:16][n:17][cH:18][c:19]([CH2:21][OH:22])[cH:20]1>>[c:2]1([O:22][CH2:21][c:19]2[cH:18][n:17][cH:16][n:15][cH:20]2)[n:3][c:4]([S:7][CH2:8][c:9]2[cH:10][cH:11][cH:12][cH:13][cH:14]2)[n:5][s:6]1. The reactants are BrC=1C=C2C(N(C(C2=CC1)CC(=O)OCC)CC(C)C)=O (ethyl (5-bromo-2-isobutyl-3-oxo-2,3-dihydro-1H-isoindol-1-yl)acetate), BrC1=CC=C2C(N(C(C2=C1)CC(=O)OCC)CC(C)C)=O (ethyl (6-bromo-2-isobutyl-3-oxo-2,3-dihydro-1H-isoindol-1-yl)acetate), [Na] (sodium), [Cl-].NC(=[NH2+])N (guanidinium chloride). Run in O (water), C(C)OCC (diethyl ether), C(C)O (ethanol), C(C)O (ethanol). Reaction conditions: temperature 20 celsius, time 16 hour. Product: BrC1=CC=C2C(N(C(C2=C1)CC(=O)NC(=N)N)CC(C)C)=O (N-[(6-bromo-2-isobutyl-3-oxo-2,3-dihydro-1H-isoindol-1-yl)acetyl]guanidine), BrC=1C=C2C(N(C(C2=CC1)CC(=O)NC(=N)N)CC(C)C)=O (N-[(5-bromo-2-isobutyl-3-oxo-2,3-dihydro-1H-isoindol-1-yl)acetyl]guanidine). As a reaction SMILES: [Na].[Cl-].[NH2:3][C:4]([NH2:6])=[NH2+:5].[Br:7][C:8]1[CH:9]=[C:10]2[C:14](=[CH:15][CH:16]=1)[CH:13]([CH2:17][C:18](OCC)=[O:19])[N:12]([CH2:23][CH:24]([CH3:26])[CH3:25])[C:11]2=[O:27].[Br:28][C:29]1[CH:37]=[C:36]2[C:32]([C:33](=[O:48])[N:34]([CH2:44][CH:45]([CH3:47])[CH3:46])[CH:35]2[CH2:38][C:39](OCC)=[O:40])=[CH:31][CH:30]=1>C(O)C.O.C(OCC)C>[Br:28][C:29]1[CH:37]=[C:36]2[C:32]([C:33](=[O:48])[N:34]([CH2:44][CH:45]([CH3:46])[CH3:47])[CH:35]2[CH2:38][C:39]([NH:5][C:4]([NH2:6])=[NH:3])=[O:40])=[CH:31][CH:30]=1.[Br:7][C:8]1[CH:9]=[C:10]2[C:14](=[CH:15][CH:16]=1)[CH:13]([CH2:17][C:18]([NH:5][C:4]([NH2:6])=[NH:3])=[O:19])[N:12]([CH2:23][CH:24]([CH3:25])[CH3:26])[C:11]2=[O:27] |f:1.2,^1:0|. Reported procedure: N-[(5-Bromo-2-isobutyl-3-oxo-2,3-dihydro-1H-isoindol-1-yl)acetyl]guanidine and N-[(6-bromo-2-isobutyl-3-oxo-2,3-dihydro-1H-isoindol-1-yl)acetyl]guanidine are prepared as described in Example 9, starting with 30 cm3 of absolute ethanol, 0.36 g of sodium, 1.5 g of guanidinium chloride and 3.7 g of ethyl (5-bromo-2-isobutyl-3-oxo-2,3-dihydro-1H-isoindol-1-yl)acetate and ethyl (6-bromo-2-isobutyl-3-oxo-2,3-dihydro-1H-isoindol-1-yl)acetate in 20 cm3 of absolute ethanol. The reaction mixture is stirre...